Task: describe an organic reaction: reactants, conditions, products, and yield. Dataset: the Open Reaction Database (ORD), a public repository of structured organic reaction records The reactants are NC=1C(NC(N(C1N)CC1=CC=C(C=C1)OC)=S)=O (5,6-Diamino-1-(4-methoxybenzyl)-2-thioxo-2,3-dihydro-1H-pyrimidin-4-one), C(=O)O (formic acid). Conditions: temperature 100 celsius. Yields the product COC1=CC=C(CN2C(NC(C=3NC=NC23)=O)=S)C=C1 (3-(4-Methoxybenzyl)-2-thioxanthine). The yield is 16.0%. As a reaction SMILES: [NH2:1][C:2]1[C:3](=[O:19])[NH:4][C:5](=[S:18])[N:6]([CH2:9][C:10]2[CH:15]=[CH:14][C:13]([O:16][CH3:17])=[CH:12][CH:11]=2)[C:7]=1[NH2:8].[CH:20](O)=O>>[CH3:17][O:16][C:13]1[CH:12]=[CH:11][C:10]([CH2:9][N:6]2[C:7]3[N:8]=[CH:20][NH:1][C:2]=3[C:3](=[O:19])[NH:4][C:5]2=[S:18])=[CH:15][CH:14]=1. Procedure details: 5,6-Diamino-1-(4-methoxybenzyl)-2-thioxo-2,3-dihydro-1H-pyrimidin-4-one (0.83 g, 3.0 mmol) was dissolved in formic acid (3.0 mL) and the resulting solution heated at 100° C. for 1 h. The excess formic acid was removed under reduced pressure and the residue dissolved in 10% potassium hydroxide solution (8 mL) and heated at 100° C. for 15 minutes. The reaction mixture was neutralized with 10% acetic acid and the resulting precipitate collected by filtration. The precipitate was recrystallised from... Reactants: CN(C)C(=O)c1nc(C(=O)O)c(OCc2ccccc2)c2ccccc12, NCC(=O)OCc1ccccc1, ClCCl, Cl. Yields the product CN(C)C(=O)c1nc(C(=O)NCC(=O)OCc2ccccc2)c(OCc2ccccc2)c2ccccc12. RXN SMILES: [CH2:1]([c:2]1[cH:3][cH:4][cH:5][cH:6][cH:7]1)[O:8][c:9]1[c:10]([C:24](=[O:25])[OH:26])[n:11][c:12]([C:19]([N:20]([CH3:21])[CH3:22])=[O:23])[c:13]2[cH:14][cH:15][cH:16][cH:17][c:18]12.[CH2:28]([c:29]1[cH:30][cH:31][cH:32][cH:33][cH:34]1)[O:35][C:36]([CH2:37][NH2:38])=[O:39].[Cl:40][CH2:41][Cl:42].[ClH:27]>>[CH2:1]([c:2]1[cH:3][cH:4][cH:5][cH:6][cH:7]1)[O:8][c:9]1[c:10]([C:24](=[O:25])[NH:38][CH2:37][C:36]([O:35][CH2:28][c:29]2[cH:30][cH:31][cH:32][cH:33][cH:34]2)=[O:39])[n:11][c:12]([C:19]([N:20]([CH3:21])[CH3:22])=[O:23])[c:13]2[cH:14][cH:15][cH:16][cH:17][c:18]12. The reactants are C(C(C)C)NCC=1SC(=CC1)C1=CC(=CC=C1)S(=O)(=O)C (isobutyl-[5-(3-methanesulfonyl-phenyl)-thiophen-2-ylmethyl]-amine), ClC=1C(=C(C=CC1)S(=O)(=O)Cl)F (3-chloro-2-fluorophenylsulfonyl chloride), C(C)(C)N(C(C)C)CC (N,N-diisopropyl ethyl amine). Run in ClCCl (dichloromethane). Yields the product ClC=1C(=C(C=CC1)S(=O)(=O)N(CC=1SC(=CC1)C1=CC(=CC=C1)S(=O)(=O)C)CC(C)C)F (3-chloro-2-fluoro-N-isobutyl-N-[5-(3-methanesulfonyl-phenyl)-thiophen-2-ylmethyl]-benzenesulfonamide). Reaction SMILES: [CH2:1]([NH:5][CH2:6][C:7]1[S:8][C:9]([C:12]2[CH:17]=[CH:16][CH:15]=[C:14]([S:18]([CH3:21])(=[O:20])=[O:19])[CH:13]=2)=[CH:10][CH:11]=1)[CH:2]([CH3:4])[CH3:3].[Cl:22][C:23]1[C:24]([F:33])=[C:25]([S:29](Cl)(=[O:31])=[O:30])[CH:26]=[CH:27][CH:28]=1.C(N(CC)C(C)C)(C)C>ClCCl>[Cl:22][C:23]1[C:24]([F:33])=[C:25]([S:29]([N:5]([CH2:1][CH:2]([CH3:4])[CH3:3])[CH2:6][C:7]2[S:8][C:9]([C:12]3[CH:17]=[CH:16][CH:15]=[C:14]([S:18]([CH3:21])(=[O:20])=[O:19])[CH:13]=3)=[CH:10][CH:11]=2)(=[O:31])=[O:30])[CH:26]=[CH:27][CH:28]=1. Procedure details: In analogy to example 13, step 2, isobutyl-[5-(3-methanesulfonyl-phenyl)-thiophen-2-ylmethyl]-amine (example 15, step 2) was reacted with 3-chloro-2-fluorophenylsulfonyl chloride and N,N-diisopropyl ethyl amine in dichloromethane to give 3-chloro-2-fluoro-N-isobutyl-N-[5-(3-methanesulfonyl-phenyl)-thiophen-2-ylmethyl]-benzenesulfonamide as a colorless oil. MS: 532.7 ([M+NH4]+) Starting materials: CC(C)S(=O)(=O)Cl (propane-2-sulfonyl chloride), N=1C=CN2C1C=C(C=C2)CNC(C2=CC=C(C=C2)C2CNCC2)=O (N-(imidazo[1,2-a]pyridin-7-ylmethyl)-4-(pyrrolidin-3-yl)benzamide), N1CC(C1)C1=CC=C(C(=O)NCC2=CC=3N(C=C2)C=CN3)C=C1 (4-(azetidin-3-yl)-N-(imidazo[1,2-a]pyridin-7-ylmethyl)benzamide). Yields the product N=1C=CN2C1C=C(C=C2)CNC(C2=CC=C(C=C2)C2CN(CC2)S(=O)(=O)C(C)C)=O (N-(imidazo[1,2-a]pyridin-7-ylmethyl)-4-[1-(propan-2-ylsulfonyl)pyrrolidin-3-yl]benzamide). RXN SMILES: [CH3:1][CH:2]([S:4](Cl)(=[O:6])=[O:5])[CH3:3].[N:8]1[CH:9]=[CH:10][N:11]2[CH:16]=[CH:15][C:14]([CH2:17][NH:18][C:19](=[O:31])[C:20]3[CH:25]=[CH:24][C:23]([CH:26]4[CH2:30][CH2:29][NH:28][CH2:27]4)=[CH:22][CH:21]=3)=[CH:13][C:12]=12.N1CC(C2C=CC(C(NCC3C=CN4C=CN=C4C=3)=O)=CC=2)C1>>[N:8]1[CH:9]=[CH:10][N:11]2[CH:16]=[CH:15][C:14]([CH2:17][NH:18][C:19](=[O:31])[C:20]3[CH:21]=[CH:22][C:23]([CH:26]4[CH2:30][CH2:29][N:28]([S:4]([CH:2]([CH3:3])[CH3:1])(=[O:6])=[O:5])[CH2:27]4)=[CH:24][CH:25]=3)=[CH:13][C:12]=12. Procedure details: The title compound was prepared as described in Example 557C, substituting propane-2-sulfonyl chloride for propane-2-sulfonyl chloride and N-(imidazo[1,2-a]pyridin-7-ylmethyl)-4-(pyrrolidin-3-yl)benzamide for 4-(azetidin-3-yl)-N-(imidazo[1,2-a]pyridin-7-ylmethyl)benzamide. 1H NMR (501 MHz, DMSO-d6) δ ppm 9.04 (t, J=6.0 Hz, 1H), 8.47 (d, J=6.9 Hz, 1H), 7.87 (m, 3H), 7.50 (d, J=1.2 Hz, 1H), 7.43 (m, 2H), 7.37 (s, 1H), 6.84 (dd, J=7.0, 1.6 Hz, 1H), 4.49 (d, J=5.9 Hz, 2H), 3.77 (m, 1H), 3.52 (m, 2H)... The reactants are C(C)OC(COC1=C(C=C(C=C1)N(C(C)C=1C(=NC(=CC1)C1=CC(=CC=C1)C(F)(F)F)C)C)CCCOC)=O ([rac]-[2-(3-methoxy-propyl)-4-(methyl-{1-[2-methyl-6-(3-trifluoromethyl-phenyl)-pyridin-3-yl]-ethyl}-amino)-phenoxy]-acetic acid ethyl ester), [OH-].[Na+] (NaOH), ice AcOEt HCl. The solvent is C1CCOC1.CCO (THF EtOH). Conditions: time 0.5 hour. Product: COCCCC1=C(OCC(=O)O)C=CC(=C1)N(C(C)C=1C(=NC(=CC1)C1=CC(=CC=C1)C(F)(F)F)C)C (2-(3-Methoxy-propyl)-4-(methyl-{1-[2-methyl-6-(3-trifluoromethyl-phenyl)-pyridin-3-yl]-ethyl}-amino)-phenoxy-acetic acid). Reaction SMILES: C([O:3][C:4](=[O:39])[CH2:5][O:6][C:7]1[CH:12]=[CH:11][C:10]([N:13]([CH3:33])[CH:14]([C:16]2[C:17]([CH3:32])=[N:18][C:19]([C:22]3[CH:27]=[CH:26][CH:25]=[C:24]([C:28]([F:31])([F:30])[F:29])[CH:23]=3)=[CH:20][CH:21]=2)[CH3:15])=[CH:9][C:8]=1[CH2:34][CH2:35][CH2:36][O:37][CH3:38])C.[OH-].[Na+]>C1COCC1.CCO>[CH3:38][O:37][CH2:36][CH2:35][CH2:34][C:8]1[CH:9]=[C:10]([N:13]([CH3:33])[CH:14]([C:16]2[C:17]([CH3:32])=[N:18][C:19]([C:22]3[CH:27]=[CH:26][CH:25]=[C:24]([C:28]([F:31])([F:29])[F:30])[CH:23]=3)=[CH:20][CH:21]=2)[CH3:15])[CH:11]=[CH:12][C:7]=1[O:6][CH2:5][C:4]([OH:39])=[O:3] |f:1.2,3.4|. Procedure: 0.015 g (0.03 mmol) of the above prepared [rac]-[2-(3-methoxy-propyl)-4-(methyl-{1-[2-methyl-6-(3-trifluoromethyl-phenyl)-pyridin-3-yl]-ethyl}-amino)-phenoxy]-acetic acid ethyl ester was dissolved in 0.2 ml of THF/EtOH=1/1, treated with 0.09 ml (3 eq.) of 1N NaOH, and kept at ambient temperature for 0.5 h. The reaction mixture was then poured onto crashed ice/AcOEt/HCl dil., the organic layer washed with water and brine, dried over sodium sulfate, and evaporated to dryness to leave 0.012 g of th... Reactants: CC1CN(c2csc3cc(C#N)ccc23)CCN1, CS(=O)(=O)OCCC1OCCc2cc(N3CCNC3=O)ccc21. Yields the product CC1CN(c2csc3cc(C#N)ccc23)CCN1CCC1OCCc2cc(N3CCNC3=O)ccc21. As a reaction SMILES: [C:24](#[N:25])[c:26]1[cH:27][c:28]2[c:29]([c:30]([N:33]3[CH2:34][CH:35]([CH3:39])[NH:36][CH2:37][CH2:38]3)[cH:31][s:32]2)[cH:40][cH:41]1.[CH3:1][S:2]([O:3][CH2:6][CH2:7][CH:8]1[O:9][CH2:10][CH2:11][c:12]2[c:13]1[cH:14][cH:15][c:16]([N:18]1[C:19](=[O:23])[NH:20][CH2:21][CH2:22]1)[cH:17]2)(=[O:4])=[O:5]>>[CH2:6]([CH2:7][CH:8]1[O:9][CH2:10][CH2:11][c:12]2[c:13]1[cH:14][cH:15][c:16]([N:18]1[C:19](=[O:23])[NH:20][CH2:21][CH2:22]1)[cH:17]2)[N:36]1[CH:35]([CH3:39])[CH2:34][N:33]([c:30]2[c:29]3[c:28]([cH:27][c:26]([C:24]#[N:25])[cH:41][cH:40]3)[s:32][cH:31]2)[CH2:38][CH2:37]1. Reactants: NC[C@H](C)N1N=C(C=C1)C1=CC(=C(C#N)C=C1)Cl ((S)-4-(1-(1-aminopropan-2-yl)-1H-pyrazol-3-yl)-2-chlorobenzonitrile), C(C)(=O)C1=NNC(=C1)C(=O)O (3-acetyl-1H-pyrazole-5-carboxylic acid). The product is C(C)(=O)C1=NNC(=C1)C(=O)NC[C@H](C)N1N=C(C=C1)C1=CC(=C(C=C1)C#N)Cl ((S)-3-acetyl-N-(2-(3-(3-chloro-4-cyanophenyl)-1H-pyrazol-1-yl)propyl)-1H-pyrazole-5-carboxamide). Isolated yield 18.2%. Reaction SMILES: [NH2:1][CH2:2][C@@H:3]([N:5]1[CH:9]=[CH:8][C:7]([C:10]2[CH:17]=[CH:16][C:13]([C:14]#[N:15])=[C:12]([Cl:18])[CH:11]=2)=[N:6]1)[CH3:4].[C:19]([C:22]1[CH:26]=[C:25]([C:27](O)=[O:28])[NH:24][N:23]=1)(=[O:21])[CH3:20]>>[C:19]([C:22]1[CH:26]=[C:25]([C:27]([NH:1][CH2:2][C@@H:3]([N:5]2[CH:9]=[CH:8][C:7]([C:10]3[CH:17]=[CH:16][C:13]([C:14]#[N:15])=[C:12]([Cl:18])[CH:11]=3)=[N:6]2)[CH3:4])=[O:28])[NH:24][N:23]=1)(=[O:21])[CH3:20]. Procedure details: (S)-4-(1-(1-aminopropan-2-yl)-1H-pyrazol-3-yl)-2-chlorobenzonitrile (217 mg, 0.416 mmol) was coupled with 3-acetyl-1H-pyrazole-5-carboxylic acid (128 mg, 0.832 mmol) using the method of Example 34(d). Crude product was purified by CombiFlash (column: C-18, eluent: 0-100% MeCN in water) to yield 30 mg (18%) of the title compound. 1H-NMR (400 MHz; CDCl3): δ 1.62 (d, 3H), 2.55 (s, 3H), 3.74-3.83 (m, 1H), 3.90-3.99 (m, 1H), 4.58-4.69 (m, 1H), 6.61 (d, 1H), 7.29 (bs, 1H), 7.50 (d, 1H), 7.68 (d, 1H), ...